Dataset: the Open Reaction Database (ORD), a public repository of structured organic reaction records. Task: describe an organic reaction: reactants, conditions, products, and yield Reactants: CC=1C=C(C=CC1[N+](=O)[O-])O (3-methyl-4-nitrophenol), BrCCCl (1-bromo-2-chloroethane), [OH-].[Na+] (sodium hydroxide). The solvent is O (water), O (water). Yields the product ClCCOC1=CC(=C(C=C1)[N+](=O)[O-])C (1 -(2-Chloroethoxy)-3-methyl-4-nitrobenzene). As a reaction SMILES: [CH3:1][C:2]1[CH:3]=[C:4]([OH:11])[CH:5]=[CH:6][C:7]=1[N+:8]([O-:10])=[O:9].Br[CH2:13][CH2:14][Cl:15].[OH-].[Na+]>O>[Cl:15][CH2:14][CH2:13][O:11][C:4]1[CH:5]=[CH:6][C:7]([N+:8]([O-:10])=[O:9])=[C:2]([CH3:1])[CH:3]=1 |f:2.3|. Reported procedure: A mixture of 3-methyl-4-nitrophenol (10 g), 1-bromo-2-chloroethane (16 ml) and sodium hydroxide (2.9 g) in water (50 ml) was stirred under reflux for 16 h. The mixture was diluted with water and the product was extracted with methylene chloride. The organic extract was dried on sodium sulfate and concentrated in vacuo to give the title compound as an oil (10.81 g) NMR includes d 2.5 (s,3H,--CH3), 3.9 (t,2H,CH2 --O) and 4.3 (t,2H,--CH2 --Cl).